From a dataset of the Open Reaction Database (ORD), a public repository of structured organic reaction records. describe an organic reaction: reactants, conditions, products, and yield Starting materials: COc1ccc(Nc2nc(-c3ccncc3)ncc2-c2nc(C)nc(SC)n2)cn1, N, C1COCCO1. Yields the product COc1ccc(Nc2nc(-c3ccncc3)ncc2-c2nc(C)nc(N)n2)cn1. As a reaction SMILES: [CH3:1][O:2][c:3]1[cH:4][cH:5][c:6]([NH:9][c:10]2[n:11][c:12](-[c:25]3[cH:26][cH:27][n:28][cH:29][cH:30]3)[n:13][cH:14][c:15]2-[c:16]2[n:17][c:18]([S:23][CH3:24])[n:19][c:20]([CH3:22])[n:21]2)[cH:7][n:8]1.[NH3:31].[O:32]1[CH2:33][CH2:34][O:35][CH2:36][CH2:37]1>>[CH3:1][O:2][c:3]1[cH:4][cH:5][c:6]([NH:9][c:10]2[n:11][c:12](-[c:25]3[cH:26][cH:27][n:28][cH:29][cH:30]3)[n:13][cH:14][c:15]2-[c:16]2[n:17][c:18]([NH2:31])[n:19][c:20]([CH3:22])[n:21]2)[cH:7][n:8]1. The reactants are C(C1=CC=CC=C1)OC1=CC=C2C3=C1O[C@@H]1[C@]34CCN([C@@H]([C@@]43C[C@H]4[C@]1(OCO[C@]4(C)C(C)(C)C)CC3)C2)CC2CC2 ((4bS,8R,8aS,9aR,10S,13aR,13bR)-1-benzyloxy-10-tert-butyl-7-cyclopropylmethyl-5,6,7,8,9,9a,10,13b-octahydro-10-methyl-8a,13a-ethano-4,8-methanobenzofuro[3,2-e][1,3]dioxino[4,5-g]isoquinoline), C(C=C)N1[C@H]2[C@]34C[C@H]5[C@]([C@H]6[C@]3(CC1)C1=C(O6)C(=CC=C1C2)O)(OCO[C@]5(C)C(C)(C)C)CC4 ((4bS,8R,8aR,9aR,10S,13aR,13bR)-7-allyl-10-tert-butyl-5,6,7,8,9,9a,10,13b-octahydro-10-methyl-8a,13a-ethano-4,8-methanobenzofuro[3,2-e][1,3]dioxino[4,5-g]isoquinolin-1-ol). Yields the product C(C=C)N1[C@H]2[C@]34C[C@H]5[C@]([C@H]6[C@]3(CC1)C1=C(O6)C(=CC=C1C2)OCC2=CC=CC=C2)(OCO[C@]5(C)C(C)(C)C)CC4 ((4bS,8R,8aR,9aR,10S,13aR,13bR)-7-allyl-1-benzyloxy-10-tert-butyl-5,6,7,8,9,9a,10,13b-octahydro-10-methyl-8a,13a-ethano-4,8-methanobenzofuro[3,2-e][1,3]dioxino[4,5-g]isoquinoline). Yield: 98.0%. RXN SMILES: [CH2:1]([O:8][C:9]1[C:14]2[O:15][C@H:16]3[C@@:25]45[CH2:35][CH2:36][C@:22]6([CH2:23][C@@H:24]4[C@:29]([C:31]([CH3:34])([CH3:33])[CH3:32])([CH3:30])[O:28][CH2:27][O:26]5)[C@@:17]43[CH2:18][CH2:19][N:20]([CH2:38][CH:39]3C[CH2:40]3)[C@@H:21]6[CH2:37][C:12]([C:13]=24)=[CH:11][CH:10]=1)[C:2]1[CH:7]=[CH:6][CH:5]=[CH:4][CH:3]=1.C(N1CC[C@@]23C4C5C[C@@H]1[C@]12CC[C@]2(OCO[C@@](C(C)(C)C)(C)[C@H]2C1)[C@@H]3OC=4C(O)=CC=5)C=C>>[CH2:38]([N:20]1[CH2:19][CH2:18][C@@:17]23[C:13]4[C:12]5[CH2:37][C@@H:21]1[C@:22]12[CH2:36][CH2:35][C@:25]2([O:26][CH2:27][O:28][C@@:29]([C:31]([CH3:34])([CH3:33])[CH3:32])([CH3:30])[C@H:24]2[CH2:23]1)[C@@H:16]3[O:15][C:14]=4[C:9]([O:8][CH2:1][C:2]1[CH:7]=[CH:6][CH:5]=[CH:4][CH:3]=1)=[CH:10][CH:11]=5)[CH:39]=[CH2:40]. Procedure: The title compound 19 was synthesized similar to the procedure described in Example 5 for preparing compound 7 using compound 17 rather than 3. After column chromatography, 590 mg (98% yield) of compound 19 was isolated in a purity of 97.7% as a white solid. Reaction conditions: time 30 minute. Procedure details: To a solution of (rac)-3-isopropyl-1-methyl-1,3-dihydro-indol-2-one (4.5 g) (J. Chem. Soc. Chem. Commun. 1986, 115-116) in concentrated sulfuric acid (7 ml) is added drop-wise a mixture of nitric acid (65%, 1.7 ml) and concentrated sulfuric acid (2.8 ml) at 0° C. over a period of 30 min. The reaction mixture is stirred at this temperature for 30 min and then poured into ice-water. The precipitate is collected by filtration and washed with water to give the title compound (3.4 g). Solvent: S(O)(O)(=O)=O (sulfuric acid), S(O)(O)(=O)=O (sulfuric acid). Reactants: [N+](=O)(O)[O-] (nitric acid), C(C)(C)C1C(N(C2=CC=CC=C12)C)=O ((rac)-3-isopropyl-1-methyl-1,3-dihydro-indol-2-one), ice water. The product is C(C)(C)C1C(N(C2=CC=C(C=C12)[N+](=O)[O-])C)=O ((rac)-3-Isopropyl-1-methyl-5-nitro-1,3-dihydro-indol-2-one). As a reaction SMILES: [CH:1]([CH:4]1[C:12]2[C:7](=[CH:8][CH:9]=[CH:10][CH:11]=2)[N:6]([CH3:13])[C:5]1=[O:14])([CH3:3])[CH3:2].[N+:15]([O-])([OH:17])=[O:16]>S(=O)(=O)(O)O>[CH:1]([CH:4]1[C:12]2[C:7](=[CH:8][CH:9]=[C:10]([N+:15]([O-:17])=[O:16])[CH:11]=2)[N:6]([CH3:13])[C:5]1=[O:14])([CH3:3])[CH3:2].